This data is from the Open Reaction Database (ORD), a public repository of structured organic reaction records. The task is: describe an organic reaction: reactants, conditions, products, and yield Starting materials: C(#CCCCCCC)C1=C(OC=C1)C=O (3-(1-octynyl)furan-2-carboxaldehyde), C(CC(=O)OCC)(=O)OCC (diethyl malonate), 1.96. Product: C(#CCCCCCC)C1=C(OC=C1)C=C(C(=O)OCC)C(=O)OCC (Diethyl 2-[3-(1-octynyl)-2-furanylmethylene]propan-1,3-dioate). As a reaction SMILES: [C:1]([C:9]1[CH:13]=[CH:12][O:11][C:10]=1[CH:14]=O)#[C:2][CH2:3][CH2:4][CH2:5][CH2:6][CH2:7][CH3:8].[C:16]([O:24][CH2:25][CH3:26])(=[O:23])[CH2:17][C:18]([O:20][CH2:21][CH3:22])=[O:19]>>[C:1]([C:9]1[CH:13]=[CH:12][O:11][C:10]=1[CH:14]=[C:17]([C:18]([O:20][CH2:21][CH3:22])=[O:19])[C:16]([O:24][CH2:25][CH3:26])=[O:23])#[C:2][CH2:3][CH2:4][CH2:5][CH2:6][CH2:7][CH3:8]. Procedure details: Reaction of 3-(1-octynyl)furan-2-carboxaldehyde (2.04 g, 10 mmole from Example 14) with diethyl malonate (1.98 g, 1.25 eq) as described in Example 3 gave, after chromatography on silica (DCM:Hexane 1:1) 1.96 (57%) of the title compound as an oil, νmax (film) 2930, 2230, 1740, 1725, 1625, 1240, 1210, 1100 cm-1 ; δ(CDCl3) 0.89(3H, distorted t), 1.32(3H, t, J=7.5 Hz), 1.35(3H, t, J=7.5 Hz), 1.40(8H, m), 2.40(2H, t, J=6.5 Hz), 4.28(2H, q, J=7.5 Hz), 4.36(2H, q, J=7.5 Hz), 6.45(1H, d, J=2 Hz), 7.40(1... The reactants are O=[N+]([O-])c1ccc(F)c(Br)c1, CC(C)(C)P(C(C)(C)C)C(C)(C)C, C1COCCO1, CSc1ccccc1B(O)O, [F-], [K+], C1CCOC1, O=C(C=Cc1ccccc1)C=Cc1ccccc1, O=C(C=Cc1ccccc1)C=Cc1ccccc1, O=C(C=Cc1ccccc1)C=Cc1ccccc1, [Pd], [Pd]. The product is CSc1ccccc1-c1cc([N+](=O)[O-])ccc1F. Reaction SMILES: [Br:1][c:2]1[c:3]([F:11])[cH:4][cH:5][c:6]([N+:8](=[O:9])[O-:10])[cH:7]1.[C:25]([P:26]([C:27]([CH3:28])([CH3:29])[CH3:30])[C:31]([CH3:32])([CH3:33])[CH3:34])([CH3:35])([CH3:36])[CH3:37].[CH2:43]1[O:44][CH2:45][CH2:46][O:47][CH2:48]1.[CH3:12][S:13][c:14]1[c:15]([B:20]([OH:21])[OH:22])[cH:16][cH:17][cH:18][cH:19]1.[F-:23].[K+:24].[O:38]1[CH2:39][CH2:40][CH2:41][CH2:42]1.[O:51]=[C:52]([CH:53]=[CH:54][c:55]1[cH:56][cH:57][cH:58][cH:59][cH:60]1)[CH:61]=[CH:62][c:63]1[cH:64][cH:65][cH:66][cH:67][cH:68]1.[O:69]=[C:70]([CH:71]=[CH:72][c:73]1[cH:74][cH:75][cH:76][cH:77][cH:78]1)[CH:79]=[CH:80][c:81]1[cH:82][cH:83][cH:84][cH:85][cH:86]1.[O:87]=[C:88]([CH:89]=[CH:90][c:91]1[cH:92][cH:93][cH:94][cH:95][cH:96]1)[CH:97]=[CH:98][c:99]1[cH:100][cH:101][cH:102][cH:103][cH:104]1.[Pd:49].[Pd:50]>>[c:2]1(-[c:15]2[c:14]([S:13][CH3:12])[cH:19][cH:18][cH:17][cH:16]2)[c:3]([F:11])[cH:4][cH:5][c:6]([N+:8](=[O:9])[O-:10])[cH:7]1. Reactants: [Ba+2], O=C([O-])[O-], CCO, CC1SC(C)C(C(=O)O)C1=O, Cl, NO. Yields the product CC1SC(C)C(C(=O)O)C1=NO. Reaction SMILES: [Ba+2:8].[C:4](=[O:5])([O-:6])[O-:7].[CH3:20][CH2:21][OH:22].[CH3:9][CH:10]1[S:11][CH:12]([CH3:19])[C:13](=[O:18])[CH:14]1[C:15](=[O:16])[OH:17].[ClH:1].[NH2:2][OH:3]>>[N:2]([OH:3])=[C:13]1[CH:12]([CH3:19])[S:11][CH:10]([CH3:9])[CH:14]1[C:15](=[O:16])[OH:17].